The task is: describe an organic reaction: reactants, conditions, products, and yield. This data is from the Open Reaction Database (ORD), a public repository of structured organic reaction records. Reaction SMILES: [C:1]([CH3:2])([CH3:3])([CH3:4])[c:5]1[cH:6][c:7]([NH:10][C:11](=[O:12])[CH:13]2[NH:14][CH2:15][CH2:16]2)[n:8][o:9]1.[CH2:18]([CH2:19][CH3:20])[S:21](=[O:22])(=[O:23])[Cl:24].[CH3:39][CH2:40][O:41][C:42](=[O:43])[CH3:44].[CH:25]([N:26]([CH2:27][CH3:28])[CH:29]([CH3:30])[CH3:31])([CH3:32])[CH3:33].[ClH:17].[O:34]=[CH:35][N:36]([CH3:37])[CH3:38]>>[C:1]([CH3:2])([CH3:3])([CH3:4])[c:5]1[cH:6][c:7]([NH:10][C:11](=[O:12])[CH:13]2[N:14]([S:21]([CH2:18][CH2:19][CH3:20])(=[O:22])=[O:23])[CH2:15][CH2:16]2)[n:8][o:9]1. Reactants: CC(C)(C)c1cc(NC(=O)C2CCN2)no1, CCCS(=O)(=O)Cl, CCOC(C)=O, CCN(C(C)C)C(C)C, Cl, CN(C)C=O. The product is CCCS(=O)(=O)N1CCC1C(=O)Nc1cc(C(C)(C)C)on1.